This data is from the Open Reaction Database (ORD), a public repository of structured organic reaction records. The task is: describe an organic reaction: reactants, conditions, products, and yield Starting materials: O=C([O-])C(O)C(O)C(=O)[O-], CCOC(=O)C1CC1CNC(=O)OC(C)(C)C, CC(C)C[AlH]CC(C)C, Cc1ccccc1, [Na+], [Na+]. The product is CC(C)(C)OC(=O)NCC1CC1C=O. Reaction SMILES: [C:27]([CH:28]([CH:29]([C:30]([O-:31])=[O:32])[OH:33])[OH:34])([O-:35])=[O:36].[CH2:1]([O:3][C:4](=[O:2])[CH:6]1[CH:7]([CH2:9][NH:10][C:11](=[O:12])[O:13][C:14]([CH3:15])([CH3:16])[CH3:17])[CH2:8]1)[CH3:5].[CH3:18][CH:19]([CH2:20][AlH:21][CH2:22][CH:23]([CH3:24])[CH3:25])[CH3:26].[CH3:39][c:40]1[cH:41][cH:42][cH:43][cH:44][cH:45]1.[Na+:37].[Na+:38]>>[O:3]=[CH:4][CH:6]1[CH:7]([CH2:9][NH:10][C:11](=[O:12])[O:13][C:14]([CH3:15])([CH3:16])[CH3:17])[CH2:8]1. Reactants: C1(=CC=CC=C1)C (Toluene), ClC1=C(C(C(=C(C1=O)C#N)C#N)=O)Cl (dichlorodicyanobenzoquinone), FS(F)(F)(F)(F)C1C=CCC2=CC=CC=C12 (pentafluorsulfanyl-1,4-dihydronaphthalene). The solvent is CCCCC (pentane). Conditions: temperature 65 celsius. Product: FS(F)(F)(F)(F)C1=CC=CC2=CC=CC=C12 (Pentafluorosulfanylnaphthalene). As a reaction SMILES: C1(C)C=CC=CC=1.ClC1C(=O)C(C#N)=C(C#N)C(=O)C=1Cl.[F:22][S:23]([CH:28]1[C:37]2[C:32](=[CH:33][CH:34]=[CH:35][CH:36]=2)[CH2:31][CH:30]=[CH:29]1)([F:27])([F:26])([F:25])[F:24]>CCCCC>[F:22][S:23]([C:28]1[C:37]2[C:32](=[CH:33][CH:34]=[CH:35][CH:36]=2)[CH:31]=[CH:30][CH:29]=1)([F:27])([F:26])([F:25])[F:24]. Reported procedure: Toluene and dichlorodicyanobenzoquinone (2 equivalents) were added to the product of step 2 and heated to 65° C. The reaction was monitored by GC. When the reaction was complete pentane was added. Resulting solids were removed by filtration. Color was removed by filtering through silica. The crude product was isolated by removing the solvent using rotary evaporation.